From a dataset of the Open Reaction Database (ORD), a public repository of structured organic reaction records. describe an organic reaction: reactants, conditions, products, and yield Reactants: CCOCC (ether), FC1=C(C(=O)OCC)C=CC(=C1)F (Ethyl 2,4-difluorobenzoate), [O-]P(=O)([O-])[O-].[K+].[K+].[K+] (K3PO4), ClC=1C=C(C=CC1)O (3-chlorophenol). The solvent is COCCOCCOC (diglyme). Yields the product ClC=1C=C(OC2=C(C(=O)OCC)C=CC(=C2)F)C=CC1 (ethyl 2-(3-chlorophenoxy)-4-fluorobenzoate). RXN SMILES: F[C:2]1[CH:12]=[C:11]([F:13])[CH:10]=[CH:9][C:3]=1[C:4]([O:6][CH2:7][CH3:8])=[O:5].[O-]P([O-])([O-])=O.[K+].[K+].[K+].[Cl:22][C:23]1[CH:24]=[C:25]([OH:29])[CH:26]=[CH:27][CH:28]=1.CCOCC>COCCOCCOC>[Cl:22][C:23]1[CH:24]=[C:25]([CH:26]=[CH:27][CH:28]=1)[O:29][C:2]1[CH:12]=[C:11]([F:13])[CH:10]=[CH:9][C:3]=1[C:4]([O:6][CH2:7][CH3:8])=[O:5] |f:1.2.3.4|. Procedure: Ethyl 2,4-difluorobenzoate (6.0 g), K3PO4 (7.5 g) and 3-chlorophenol (4.1 g) were stirred at 110° C. in diglyme (25 mL) for 24 hours. The mixture was cooled and poured into ether. The solution was washed three times with 1M NaOH solution, and with brine, and dried. The solution was then concentrated. The concentrate was chromatographed on silica gel with 10% ethyl acetate/hexanes. The product is COc1ccc2[nH]cc(CC3=CCCN(CCCCc4ccc(F)cc4)C3)c2c1. As a reaction SMILES: [C:19](=[O:20])([O-:21])[O-:22].[CH3:1][O:2][c:3]1[cH:4][c:5]2[c:6]([CH2:12][C:13]3=[CH:18][CH2:17][CH2:16][NH:15][CH2:14]3)[cH:7][nH:8][c:9]2[cH:10][cH:11]1.[CH3:39][N:40]([CH3:41])[CH:42]=[O:43].[Cl:27][CH2:28][CH2:29][CH2:30][CH2:31][c:32]1[cH:33][cH:34][c:35]([F:38])[cH:36][cH:37]1.[I-:26].[K+:23].[K+:24].[K+:25]>>[CH3:1][O:2][c:3]1[cH:4][c:5]2[c:6]([CH2:12][C:13]3=[CH:18][CH2:17][CH2:16][N:15]([CH2:28][CH2:29][CH2:30][CH2:31][c:32]4[cH:33][cH:34][c:35]([F:38])[cH:36][cH:37]4)[CH2:14]3)[cH:7][nH:8][c:9]2[cH:10][cH:11]1. Starting materials: O=C([O-])[O-], COc1ccc2[nH]cc(CC3=CCCNC3)c2c1, CN(C)C=O, Fc1ccc(CCCCCl)cc1, [I-], [K+], [K+], [K+]. The reactants are C1CCOC1 (THF), C[C@]([C@H]1C[C@@]23CC[C@]1([C@H]4[C@@]25CCN([C@@H]3CC6=C5C(=C(C=C6)O)O4)CC7CC7)OC)(C(C)(C)C)O (buprenorphine), C(Cl)(Cl)(Cl)Cl (CCl4), C1CCOC1 (THF), [H-].[H-].[H-].[H-].[Li+].[Al+3] (LiAlH4). Conditions: temperature 55 celsius, time 20 minute. Product: C1(CC1)CN1[C@H]2[C@H]3C[C@@H]([C@@H]([C@H]4[C@@]3(C3=C(C(=C5C(=C3C2)CC5)O)O4)CC1)O)[C@@](C)(C(C)(C)C)O (17-cyclopropylmethyl-7α-[(2S)-3,3-dimethyl-2-hydroxybutan-2-yl]-4,5α-epoxy-3,6-dihydroxy-6α,14α-ethanomorphinan). As a reaction SMILES: [CH3:1][C@@:2]([OH:34])([C:30]([CH3:33])([CH3:32])[CH3:31])[C@@H:3]1[C@:8]2([O:28]C)[C@@H:9]3[O:23][C:18]4=[C:19]([OH:22])[CH:20]=[CH:21][C:16]5=[C:17]4[C@:10]43[CH2:11][CH2:12][N:13]([CH2:24][CH:25]3[CH2:27][CH2:26]3)[C@H:14]([CH2:15]5)[C@@:5]4(CC2)[CH2:4]1.C(Cl)(Cl)(Cl)Cl.[H-].[H-].[H-].[H-].[Li+].[Al+3].[CH2:46]1COC[CH2:47]1>>[CH:25]1([CH2:24][N:13]2[CH2:12][CH2:11][C@@:10]34[C:17]5[C:16]6[CH2:15][C@@H:14]2[C@H:5]3[CH2:4][C@H:3]([C@:2]([OH:34])([C:30]([CH3:32])([CH3:33])[CH3:31])[CH3:1])[C@H:8]([OH:28])[C@@H:9]4[O:23][C:18]=5[C:19]([OH:22])=[C:20]2[CH2:47][CH2:46][C:21]2=6)[CH2:27][CH2:26]1 |f:2.3.4.5.6.7|. Procedure details: To a solution of buprenorphine (1) (10.0 g, 21.58 mMol) in CCl4 (21.7 ml, 224.5 mMol) and THF (200 ml) was added at 0° C. LiAlH4 (320 ml, 1.0 M, 320 mMol) in THF. The reaction mixture was heated to 55° C. for 24 h. The resulting reaction mixture was cooled to 0° C. and the reaction was quenched by slow, portion-wise addition of Na2SO4·10H2O (103 g), followed by addition of EtOAc (400 ml). After 20 minutes agitation, the resulting slurry was filtered through the pre-packed Solka Floc-40 (18 g). T... The reactants are C1(=CC=CC=C1)C(=O)C=O (phenylglyoxal), ice, C(CCCCCCC)C1=CC=CC=C1 (n-octylbenzene), [Cl-].[Al+3].[Cl-].[Cl-] (aluminum chloride). Solvent: C(=S)=S (carbon disulfide), C(=S)=S (carbon disulfide). Reaction conditions: temperature 0 celsius. Yields the product C(CCCCCCC)C1=CC=C(C(C(C2=CC=CC=C2)=O)O)C=C1 (4'-n-octylbenzoin). RXN SMILES: [CH2:1]([C:9]1[CH:14]=[CH:13][CH:12]=[CH:11][CH:10]=1)[CH2:2][CH2:3][CH2:4][CH2:5][CH2:6][CH2:7][CH3:8].[Cl-].[Al+3].[Cl-].[Cl-].[C:19]1([C:25]([CH:27]=[O:28])=[O:26])[CH:24]=[CH:23][CH:22]=[CH:21][CH:20]=1>C(=S)=S>[CH2:1]([C:9]1[CH:10]=[CH:11][C:12]([CH:27]([OH:28])[C:25](=[O:26])[C:19]2[CH:24]=[CH:23][CH:22]=[CH:21][CH:20]=2)=[CH:13][CH:14]=1)[CH2:2][CH2:3][CH2:4][CH2:5][CH2:6][CH2:7][CH3:8] |f:1.2.3.4|. Procedure details: 57.0 g (0.30 mole) of n-octylbenzene are dissolved in 800 ml of carbon disulfide, the solution is cooled to 0° C., 66.5 g (0.50 mole) of aluminum chloride are added, and a solution of 40.0 g (0.30 mole) of phenylglyoxal and 50 ml of carbon disulfide are added dropwise at from 5° to 10° C., while stirring vigorously. The yellow to orange reaction mixture is stirred for a further 15 hours without being cooled, after which it is poured carefully onto 1 l of semiconcentrated ice-cold hydrochloric ac... Starting materials: CS(=O)(=O)C=1OC(=NN1)C=1C=CC2=C(C(=CO2)C2=CC(=CC=C2)OC(F)(F)F)C1 (2-(methylsulfonyl)-5-[3-[3-(trifluoromethoxy)phenyl]-1-benzofuran-5-yl]-1,3,4-oxadiazole), CN.O1CCCC1 (methylamine tetrahydrofuran). The product is CNC=1OC(=NN1)C=1C=CC2=C(C(=CO2)C2=CC(=CC=C2)OC(F)(F)F)C1 (N-methyl-5-[3-[3-(trifluoromethoxy)phenyl]-1-benzofuran-5-yl]-1,3,4-oxadiazol-2-amine). Yield: 67.0%. RXN SMILES: CS([C:5]1[O:6][C:7]([C:10]2[CH:11]=[CH:12][C:13]3[O:17][CH:16]=[C:15]([C:18]4[CH:23]=[CH:22][CH:21]=[C:20]([O:24][C:25]([F:28])([F:27])[F:26])[CH:19]=4)[C:14]=3[CH:29]=2)=[N:8][N:9]=1)(=O)=O.[CH3:30][NH2:31].O1CCCC1>>[CH3:30][NH:31][C:5]1[O:6][C:7]([C:10]2[CH:11]=[CH:12][C:13]3[O:17][CH:16]=[C:15]([C:18]4[CH:23]=[CH:22][CH:21]=[C:20]([O:24][C:25]([F:28])([F:27])[F:26])[CH:19]=4)[C:14]=3[CH:29]=2)=[N:8][N:9]=1 |f:1.2|. Procedure: In the same manner as in Example 110 and using 2-(methylsulfonyl)-5-[3-[3-(trifluoromethoxy)phenyl]-1-benzofuran-5-yl]-1,3,4-oxadiazole instead of 2-(2,3-dihydro-1-benzofuran-5-yl)-5-(methylsulfonyl)-1,3,4-oxadiazole and using 2M methylamine-tetrahydrofuran solution instead of 3-fluorobenzylalcohol, the title compound (yield 67%) was obtained as colorless crystals. The reactants are [BH4-], CCOC(=O)CC(=O)C(Cc1ccccc1)NC(=O)OC(C)(C)C, CCO, [Na+]. Product: CCOC(=O)CC(O)C(Cc1ccccc1)NC(=O)OC(C)(C)C. As a reaction SMILES: [BH4-:25].[CH2:1]([CH3:2])[O:3][C:4]([CH2:5][C:6]([CH:7]([CH2:8][c:9]1[cH:10][cH:11][cH:12][cH:13][cH:14]1)[NH:15][C:16](=[O:17])[O:18][C:19]([CH3:20])([CH3:21])[CH3:22])=[O:23])=[O:24].[CH3:27][CH2:28][OH:29].[Na+:26]>>[CH2:1]([CH3:2])[O:3][C:4]([CH2:5][CH:6]([CH:7]([CH2:8][c:9]1[cH:10][cH:11][cH:12][cH:13][cH:14]1)[NH:15][C:16](=[O:17])[O:18][C:19]([CH3:20])([CH3:21])[CH3:22])[OH:23])=[O:24]. Reactants: N#Cc1cccnc1, N, O. Yields the product NC(=O)c1cccnc1. Reaction SMILES: [C:2]([c:3]1[cH:4][n:5][cH:6][cH:7][cH:8]1)#[N:9].[NH3:1].[OH2:10]>>[C:2]([c:3]1[cH:4][n:5][cH:6][cH:7][cH:8]1)([NH2:9])=[O:10].